This data is from the Open Reaction Database (ORD), a public repository of structured organic reaction records. The task is: describe an organic reaction: reactants, conditions, products, and yield Reactants: C1CCOC1, COc1ccc(NC2=C(c3ccccc3)C(=O)NC2=O)cc1, Cc1cc(CO)no1, CCOC(=O)N=NC(=O)OCC, c1ccc(P(c2ccccc2)c2ccccc2)cc1. Yields the product COc1ccc(NC2=C(c3ccccc3)C(=O)N(Cc3cc(C)on3)C2=O)cc1. RXN SMILES: [CH2:62]1[O:63][CH2:64][CH2:65][CH2:66]1.[CH3:1][O:2][c:3]1[cH:4][cH:5][c:6]([NH:9][C:10]2=[C:14]([c:15]3[cH:16][cH:17][cH:18][cH:19][cH:20]3)[C:13](=[O:21])[NH:12][C:11]2=[O:22])[cH:7][cH:8]1.[CH3:23][c:24]1[cH:25][c:26]([CH2:29][OH:30])[n:27][o:28]1.[O:31]=[C:32]([O:33][CH2:34][CH3:35])[N:36]=[N:37][C:38]([O:39][CH2:40][CH3:41])=[O:42].[c:43]1([P:44]([c:45]2[cH:46][cH:47][cH:48][cH:49][cH:50]2)[c:51]2[cH:52][cH:53][cH:54][cH:55][cH:56]2)[cH:57][cH:58][cH:59][cH:60][cH:61]1>>[CH3:1][O:2][c:3]1[cH:4][cH:5][c:6]([NH:9][C:10]2=[C:14]([c:15]3[cH:16][cH:17][cH:18][cH:19][cH:20]3)[C:13](=[O:21])[N:12]([CH2:29][c:26]3[cH:25][c:24]([CH3:23])[o:28][n:27]3)[C:11]2=[O:22])[cH:7][cH:8]1. Starting materials: ClC1=CC(=CC=C1)N=C=O (1-chloro-3-isocyanatobenzene), NC1=CC=C(C=C1)C1=CN=C(O1)C(=O)NC(C(=O)OC)C(C)C (methyl 2-(5-(4-aminophenyl)oxazole-2-carboxamido)-3-methylbutanoate). Yields the product ClC=1C=C(C=CC1)NC(NC1=CC=C(C=C1)C1=CN=C(O1)C(=O)N[C@H](C(=O)OC)C(C)C)=O ((S)-methyl 2-(5-(4-(3-(3-chlorophenyl)ureido)phenyl)oxazole-2-carboxamido)-3-methylbutanoate). As a reaction SMILES: [Cl:1][C:2]1[CH:7]=[CH:6][CH:5]=[C:4]([N:8]=[C:9]=[O:10])[CH:3]=1.[NH2:11][C:12]1[CH:17]=[CH:16][C:15]([C:18]2[O:22][C:21]([C:23]([NH:25][CH:26]([CH:31]([CH3:33])[CH3:32])[C:27]([O:29][CH3:30])=[O:28])=[O:24])=[N:20][CH:19]=2)=[CH:14][CH:13]=1>>[Cl:1][C:2]1[CH:3]=[C:4]([NH:8][C:9](=[O:10])[NH:11][C:12]2[CH:17]=[CH:16][C:15]([C:18]3[O:22][C:21]([C:23]([NH:25][C@@H:26]([CH:31]([CH3:33])[CH3:32])[C:27]([O:29][CH3:30])=[O:28])=[O:24])=[N:20][CH:19]=3)=[CH:14][CH:13]=2)[CH:5]=[CH:6][CH:7]=1. Reported procedure: The title compound was synthesized analogous to Example 1, using 1-chloro-3-isocyanatobenzene (0.533 mmol) and intermediate 1. 1H NMR (DMSO-d6, 300 MHz): δ 9.056 (s, 1H), 9.013-8.986 (d, 2H), 7.820 (s, 1H), 7.799-7.770 (d, J=8.7 Hz, 2H), 7.728-7.704 (m, 1H), 7.631-7.601 (d, J=9 Hz, 2H), 7.347-7.268 (m, 2H), 7.059-7.024 (m, 1H), 4.328-4.277 (m, 1H), 3.680 (s, 3H), 2.286-2.218 (m, 1H), 0.980-0.958 (d, J=6.6 Hz, 6H); MS (ESI) m/z 469 (M−H), 470 (M+H)+. Reactants: O1C(=CC=C1)C1=NC(=NC(=C1)SC)N (4-furan-2-yl-6-methylsulfanyl-pyrimidin-2-yl-amine), C1(=CC=CC=C1)C1N(O1)S(=O)(=O)C1=CC=CC=C1 (3-phenyl-2-(phenylsulfonyl)oxaziridine). The solvent is ClCCl (dichloromethane). Conditions: time 16 hour. Yields the product O1C(=CC=C1)C1=NC(=NC(=C1)S(=O)C)N (4-furan-2-yl-6-methanesulfinyl-pyrimidin-2-ylamine). Yield: 90.2%. As a reaction SMILES: [O:1]1[CH:5]=[CH:4][CH:3]=[C:2]1[C:6]1[CH:11]=[C:10]([S:12][CH3:13])[N:9]=[C:8]([NH2:14])[N:7]=1.C1(C2[O:23]N2S(C2C=CC=CC=2)(=O)=O)C=CC=CC=1>ClCCl>[O:1]1[CH:5]=[CH:4][CH:3]=[C:2]1[C:6]1[CH:11]=[C:10]([S:12]([CH3:13])=[O:23])[N:9]=[C:8]([NH2:14])[N:7]=1. Procedure details: To a stirred suspension of 3.00 g (14.5 mmol) 4-furan-2-yl-6-methylsulfanyl-pyrimidin-2-yl-amine in 150 ml dichloromethane was added 7.56 g (29.0 mmol) 3-phenyl-2-(phenylsulfonyl)oxaziridine and stirring continued for 16 hours at room temperature. The resulting crystals were collected by filtration and washed with dichloromethane to afford 2.92 g (90%) 4-furan-2-yl-6-methanesulfinyl-pyrimidin-2-ylamine as a white crystalline solid. EI-MS m/e (%): 223 (M+, 50), 177 (32), 160 (25), 148 (23), 118 (... Procedure: Preparation was performed in a similar manner as in Preparation Example 4 using 3-bromo-4-methoxybenzaldehyde and benzo[b]thiophene. Reaction SMILES: [Br:1][C:2]1[CH:3]=[C:4]([CH:7]=[CH:8][C:9]=1[O:10][CH3:11])[CH:5]=O.[S:12]1[CH:16]=[CH:15][C:14]2[CH:17]=[CH:18][CH:19]=[CH:20][C:13]1=2>>[Br:1][C:2]1[CH:3]=[C:4]([CH:7]=[CH:8][C:9]=1[O:10][CH3:11])[CH2:5][C:16]1[S:12][C:13]2[CH:20]=[CH:19][CH:18]=[CH:17][C:14]=2[CH:15]=1. The product is BrC=1C=C(CC=2SC3=C(C2)C=CC=C3)C=CC1OC (2-(3-bromo-4-methoxybenzyl)-1-benzothiophene). Reactants: BrC=1C=C(C=O)C=CC1OC (3-bromo-4-methoxybenzaldehyde), S1C2=C(C=C1)C=CC=C2 (benzo[b]thiophene). Starting materials: [Li+].[OH-] (LiOH), C(C)C1=CC=C(C=C1)C1=NSC(=C1COC1=C(C=C(C=C1)CC(C(=O)OCC)C)F)C(F)(F)F (ethyl 3-(4-[[3-(4-ethylphenyl)-5-(trifluoromethyl)-1,2-thiazol-4-yl]methoxy]-3-fluorophenyl)-2-methylpropanoate), C(C)C1=CC=C(C=C1)C1=NSC(=C1CO)C(F)(F)F ((3-(4-ethylphenyl)-5-(trifluoromethyl)isothiazol-4-yl)methanol), FC=1C=C(C=CC1O)CC(C(=O)OCC)C (ethyl 3-(3-fluoro-4-hydroxy phenyl)-2-methylpropanoate). The solvent is O (water), O1CCCC1 (tetrahydrofuran). Run at time 7 minute. Yields the product C(C)C1=CC=C(C=C1)C1=NSC(=C1COC1=C(C=C(C=C1)CC(C(=O)O)C)F)C(F)(F)F (3-(4-((3-(4-ethylphenyl)-5-(trifluoromethyl)isothiazol-4-yl)methoxy)-3-fluorophenyl)-2-methylpropanoic acid). Reaction SMILES: [CH2:1]([C:3]1[CH:8]=[CH:7][C:6]([C:9]2[C:13]([CH2:14][O:15][C:16]3[CH:21]=[CH:20][C:19]([CH2:22][CH:23]([CH3:29])[C:24]([O:26]CC)=[O:25])=[CH:18][C:17]=3[F:30])=[C:12]([C:31]([F:34])([F:33])[F:32])[S:11][N:10]=2)=[CH:5][CH:4]=1)[CH3:2].C(C1C=CC(C2C(CO)=C(C(F)(F)F)SN=2)=CC=1)C.FC1C=C(CC(C)C(OCC)=O)C=CC=1O.[Li+].[OH-]>O.O1CCCC1>[CH2:1]([C:3]1[CH:8]=[CH:7][C:6]([C:9]2[C:13]([CH2:14][O:15][C:16]3[CH:21]=[CH:20][C:19]([CH2:22][CH:23]([CH3:29])[C:24]([OH:26])=[O:25])=[CH:18][C:17]=3[F:30])=[C:12]([C:31]([F:32])([F:34])[F:33])[S:11][N:10]=2)=[CH:5][CH:4]=1)[CH3:2] |f:3.4|. Procedure: Into a 50-mL round-bottom flask, was placed ethyl 3-(4-[[3-(4-ethylphenyl)-5-(trifluoromethyl)-1,2-thiazol-4-yl]methoxy]-3-fluorophenyl)-2-methylpropanoate (74 mg, 0.15 mmol, 1.00 equiv) (prepared according to the procedure of Example 1 step 5 by coupling (3-(4-ethylphenyl)-5-(trifluoromethyl)isothiazol-4-yl)methanol and ethyl 3-(3-fluoro-4-hydroxy phenyl)-2-methylpropanoate), tetrahydrofuran (1.5 mL). This was followed by the addition of a solution of LiOH (74 mg, 3.09 mmol, 20.69 equiv) in wat... Reactants: [OH-].[Na+] (sodium hydroxide), C(C)(=O)SCC(C(=O)NN1CCOCC1)CC1=C(C=CC=C1Cl)Cl (α-[(acetylthio)-methyl]-2,6-dichloro-N-(4-morpholinyl)-benzene propanamide), Cl (hydrochloric acid). Run in CO (methanol). Conditions: temperature 0 celsius, time 15 minute. Product: ClC1=C(C(=CC=C1)Cl)CC(C(=O)NN1CCOCC1)CS (2,6-dichloro-N-[4-morpholinyl]-α-mercaptomethyl benzene propanamide). Isolated yield 85.7%. Reaction SMILES: C([S:4][CH2:5][CH:6]([CH2:16][C:17]1[C:22]([Cl:23])=[CH:21][CH:20]=[CH:19][C:18]=1[Cl:24])[C:7]([NH:9][N:10]1[CH2:15][CH2:14][O:13][CH2:12][CH2:11]1)=[O:8])(=O)C.[OH-].[Na+].Cl>CO>[Cl:23][C:22]1[CH:21]=[CH:20][CH:19]=[C:18]([Cl:24])[C:17]=1[CH2:16][CH:6]([CH2:5][SH:4])[C:7]([NH:9][N:10]1[CH2:15][CH2:14][O:13][CH2:12][CH2:11]1)=[O:8] |f:1.2|. Reported procedure: Under an inert atmosphere, a solution of 1.7 g of the product of Example 5 in 400 ml of methanol was cooled to 0° C. and then over 15 minutes, 48 ml of 0.1N sodium hydroxide were added with stirring for 2 hours at 0° C. The reaction medium was neutralized with 5 ml of N hydrochloric acid, and the solvents were eliminated under reduced pressure at 30° C. The residual aqueous phase was extracted with methylene chloride and the combined organic phases were dried, and the solvents were eliminated un... Starting materials: C1CCOC1, CO, O=[N+]([O-])c1c(CS(=O)(=O)c2cccc3ccccc23)cccc1OC(CCl)CCl. Yields the product Nc1c(CS(=O)(=O)c2cccc3ccccc23)cccc1OC(CCl)CCl. RXN SMILES: [CH2:30]1[O:31][CH2:32][CH2:33][CH2:34]1.[CH3:35][OH:36].[Cl:1][CH2:2][CH:3]([O:4][c:5]1[c:6]([N+:25]([O-:26])=[O:27])[c:7]([CH2:11][S:12](=[O:13])(=[O:14])[c:15]2[cH:16][cH:17][cH:18][c:19]3[cH:20][cH:21][cH:22][cH:23][c:24]23)[cH:8][cH:9][cH:10]1)[CH2:28][Cl:29]>>[Cl:1][CH2:2][CH:3]([O:4][c:5]1[c:6]([NH2:25])[c:7]([CH2:11][S:12](=[O:13])(=[O:14])[c:15]2[cH:16][cH:17][cH:18][c:19]3[cH:20][cH:21][cH:22][cH:23][c:24]23)[cH:8][cH:9][cH:10]1)[CH2:28][Cl:29].